This data is from the Open Reaction Database (ORD), a public repository of structured organic reaction records. The task is: describe an organic reaction: reactants, conditions, products, and yield Starting materials: C1(CCCCC1)C(O)C=1C(=NN(C1)C1=CC=C(C=C1)OC)C (cyclohexyl[1-(4-methoxyphenyl)-3-methyl-1H-pyrazol-4-yl]methanol), NC1=CC=C(C=C1)C(=O)N(CCC(=O)OCC)C (ethyl 3-{[(4-aminophenyl)carbonyl](methyl)amino}propanoate). The product is C1(CCCCC1)C(C=1C(=NN(C1)C1=CC=C(C=C1)OC)C)NC1=CC=C(C=C1)C(=O)N(CCC(=O)O)C (3-[{[4-({cyclohexyl[1-(4-methoxyphenyl)-3-methyl-1H-pyrazol-4-yl]methyl}amino)phenyl]carbonyl}(methyl)amino]propanoic acid). Isolated yield 33.1%. As a reaction SMILES: [CH:1]1([CH:7]([C:9]2[C:10]([CH3:22])=[N:11][N:12]([C:14]3[CH:19]=[CH:18][C:17]([O:20][CH3:21])=[CH:16][CH:15]=3)[CH:13]=2)O)[CH2:6][CH2:5][CH2:4][CH2:3][CH2:2]1.[NH2:23][C:24]1[CH:29]=[CH:28][C:27]([C:30]([N:32]([CH3:40])[CH2:33][CH2:34][C:35]([O:37]CC)=[O:36])=[O:31])=[CH:26][CH:25]=1>>[CH:1]1([CH:7]([NH:23][C:24]2[CH:25]=[CH:26][C:27]([C:30]([N:32]([CH3:40])[CH2:33][CH2:34][C:35]([OH:37])=[O:36])=[O:31])=[CH:28][CH:29]=2)[C:9]2[C:10]([CH3:22])=[N:11][N:12]([C:14]3[CH:19]=[CH:18][C:17]([O:20][CH3:21])=[CH:16][CH:15]=3)[CH:13]=2)[CH2:6][CH2:5][CH2:4][CH2:3][CH2:2]1. Procedure details: Using cyclohexyl[1-(4-methoxyphenyl)-3-methyl-1H-pyrazol-4-yl]methanol (0.68 g) synthesized in Example 23(3) and ethyl 3-{[(4-aminophenyl)carbonyl](methyl)amino}propanoate (0.42 g) synthesized in Example 2(2) and in the same manner as in Example 1(7), the title object compound (0.28 g, 24%) was obtained as a white solid. Reactants: FCCO (2-fluoroethanol), FC(C(=O)[O-])(F)F.C(N)(=O)C=1C(=NN(C1)C1(CC[NH2+]CC1)CC#N)NC1=CC=C(C=C1)F (4-(4-carbamoyl-3-((4-fluorophenyl)amino)-1H-pyrazol-1-yl)-4-(cyanomethyl)piperidin-1-ium 2,2,2-trifluoroacetate), FC(C(=O)[O-])(F)F.C(N)(=O)C=1C(=NN(C1)C1(CC[NH2+]CC1)CC#N)NC1=CC=C(C=C1)F (4-(4-carbamoyl-3-((4-fluorophenyl)amino)-1H-pyrazol-1-yl)-4-(cyanomethyl)piperidin-1-ium 2,2,2-trifluoroacetate), C(=O)(C(F)(F)F)O (TFA), [BH-](OC(=O)C)(OC(=O)C)OC(=O)C.[Na+] (Na(OAc)3BH). The solvent is CN(C)C=O (DMF), ClCCCl (DCE). Reaction conditions: time 16 hour. Yields the product C(#N)CC1(CCN(CC1)CCF)N1N=C(C(=C1)C(=O)N)NC1=CC=C(C=C1)F (1-(4-(Cyanomethyl)-1-(2-fluoroethyl)piperidin-4-yl)-3-((4-fluorophenyl)amino)-1H-pyrazole-4-carboxamide). RXN SMILES: [F:1][CH2:2][CH2:3]O.FC(F)(F)C([O-])=O.[C:12]([C:15]1[C:16]([NH:29][C:30]2[CH:35]=[CH:34][C:33]([F:36])=[CH:32][CH:31]=2)=[N:17][N:18]([C:20]2([CH2:26][C:27]#[N:28])[CH2:25][CH2:24][NH2+:23][CH2:22][CH2:21]2)[CH:19]=1)(=[O:14])[NH2:13].C(O)(C(F)(F)F)=O.[BH-](OC(C)=O)(OC(C)=O)OC(C)=O.[Na+]>ClCCCl.CN(C=O)C>[C:27]([CH2:26][C:20]1([N:18]2[CH:19]=[C:15]([C:12]([NH2:13])=[O:14])[C:16]([NH:29][C:30]3[CH:31]=[CH:32][C:33]([F:36])=[CH:34][CH:35]=3)=[N:17]2)[CH2:25][CH2:24][N:23]([CH2:3][CH2:2][F:1])[CH2:22][CH2:21]1)#[N:28] |f:1.2,4.5|. Procedure: To a sealed vial was added 2-fluoroethanol (0.0090 g, 0.14 mmol), PS-IBX (0.28 g, 0.28 mmol, 1.0 mmol/g) suspended in DCE (1.0 mL). The vial was capped and shaken at RT for 16 hours. The reaction was passed though a syringe filter and the eluent was collected into a reaction vial. To the reaction vial was added 4-(4-carbamoyl-3-((4-fluorophenyl)amino)-1H-pyrazol-1-yl)-4-(cyanomethyl)piperidin-1-ium 2,2,2-trifluoroacetate (Intermediate #38-5) (0.020 g, 0.058 mmol), TFA (0.020 mL, 0.26 mmol), Na(O...